Dataset: the Open Reaction Database (ORD), a public repository of structured organic reaction records. Task: describe an organic reaction: reactants, conditions, products, and yield Starting materials: solution, C(CCC)[Li] (n-butyllithium), C(=O)OCC (Ethyl formate), O1CCCC1 (tetrahydrofuran), C1(=CC=CC=C1)N1C=NC=C1 (1-phenylimidazole), C(C)(=O)O (Acetic acid). Solvent: CCCCCC (hexane). Conditions: time 1 hour. Product: C1(=CC=CC=C1)N1C(=NC=C1)C=O (1-phenylimidazole-2-carboxaldehyde). As a reaction SMILES: [O:1]1CCC[CH2:2]1.[C:6]1([N:12]2[CH:16]=[CH:15][N:14]=[CH:13]2)[CH:11]=[CH:10][CH:9]=[CH:8][CH:7]=1.C([Li])CCC.C(OCC)=O.C(O)(=O)C>CCCCCC>[C:6]1([N:12]2[CH:16]=[CH:15][N:14]=[C:13]2[CH:2]=[O:1])[CH:7]=[CH:8][CH:9]=[CH:10][CH:11]=1. Procedure: To 50 ml of dry tetrahydrofuran containing 5.0 g (3.5 mmoles) of 1-phenylimidazole and cooled to -78° C. was added 13.8 ml (3.5 mmoles) of a 2.5M solution of n-butyllithium in hexane and the mixture stirred in the cold for one hour. Ethyl formate (2.8 ml, 3.5 mmoles) was then added and the mixture stirred for 80 minutes. Acetic acid (1.99 ml, 3.5 mmoles) was added and the cooling bath was removed. After stirring for 5 minutes the mixture was poured into water and the product extracted with ethyl... The reactants are [OH-].[Na+] (sodium hydroxide), C(C)OC(=O)[C@H]1CN(CCC1)CCOCCC1C2=C(NCC3=C(C1)C=CC=C3)C=CC=C2 ((R)-N-(2-(2-(5,6,11,12-tetrahydrodibenz[b,f]azocin-12-yl)ethoxy)ethyl)-3-piperidinecarboxylic acid ethyl ester), Cl (hydrochloric acid). Solvent: C(C)O (ethanol). Conditions: time 16 hour. The product is Cl.C1=CC=CC=2NCC3=C(CC(C21)CCOCCN2C[C@@H](CCC2)C(=O)O)C=CC=C3 ((R)-N-(2-(2-(5,6,11,12-Tetrahydrodibenz[b,f]azocin-12-yl)ethoxy)ethyl)-3-piperidinecarboxylic acid hydrochloride). RXN SMILES: C([O:3][C:4]([C@@H:6]1[CH2:11][CH2:10][CH2:9][N:8]([CH2:12][CH2:13][O:14][CH2:15][CH2:16][CH:17]2[CH2:24][C:23]3[CH:25]=[CH:26][CH:27]=[CH:28][C:22]=3[CH2:21][NH:20][C:19]3[CH:29]=[CH:30][CH:31]=[CH:32][C:18]2=3)[CH2:7]1)=[O:5])C.[OH-].[Na+].[ClH:35]>C(O)C>[ClH:35].[CH:32]1[C:18]2[CH:17]([CH2:16][CH2:15][O:14][CH2:13][CH2:12][N:8]3[CH2:9][CH2:10][CH2:11][C@@H:6]([C:4]([OH:5])=[O:3])[CH2:7]3)[CH2:24][C:23]3[CH:25]=[CH:26][CH:27]=[CH:28][C:22]=3[CH2:21][NH:20][C:19]=2[CH:29]=[CH:30][CH:31]=1 |f:1.2,5.6|. Procedure: The above ester (0.4 g, 0.9 mmol) was dissolved in ethanol (7 ml) and a 2 N aqueous sodium hydroxide solution (1.8 ml) was added. The reaction mixture was stirred at room temperature for 16 h. The mixture was placed on an ice-bath and a concentrated aqueous hydrochloric acid solution (0.37 ml) was added. The volatiles were evaporated in vacuo, the residue suspended in dichloromethane and the solid removed by filtration. The solvent was evaporated from the filtrate in vacuo to give a residue whic... Reactants: [Al+3], CCNc1ccccn1, CCOCC, CO, Cl, O=C1CCc2c(F)cc(F)cc2C1, [H-], [H-], [H-], [H-], [Li+]. Yields the product OC1CCc2c(F)cc(F)cc2C1. As a reaction SMILES: [Al+3:2].[CH2:7]([NH:8][c:9]1[cH:10][cH:11][cH:12][cH:13][n:14]1)[CH3:15].[CH3:30][CH2:31][O:32][CH2:33][CH3:34].[CH3:35][OH:36].[ClH:29].[F:16][c:17]1[c:18]2[c:23]([cH:24][c:25]([F:27])[cH:26]1)[CH2:22][C:21](=[O:28])[CH2:20][CH2:19]2.[H-:1].[H-:4].[H-:5].[H-:6].[Li+:3]>>[F:16][c:17]1[c:18]2[c:23]([cH:24][c:25]([F:27])[cH:26]1)[CH2:22][CH:21]([OH:28])[CH2:20][CH2:19]2. Product: Fc1ccc(-c2nn3ccccc3c2Br)cc1. Reaction SMILES: [Br:25][N:26]1[C:27](=[O:28])[CH2:29][CH2:30][C:31]1=[O:32].[C:20](=[O:21])([OH:22])[O-:23].[CH3:34][N:35]([CH3:36])[CH:37]=[O:38].[F:1][c:2]1[cH:3][cH:4][c:5](-[c:8]2[n:9][n:10]3[c:11]([cH:12][cH:13][cH:14][cH:15]3)[c:16]2[C:17]([OH:18])=[O:19])[cH:6][cH:7]1.[Na+:24].[OH2:33]>>[F:1][c:2]1[cH:3][cH:4][c:5](-[c:8]2[n:9][n:10]3[c:11]([cH:12][cH:13][cH:14][cH:15]3)[c:16]2[Br:25])[cH:6][cH:7]1. The reactants are O=C1CCC(=O)N1Br, O=C([O-])O, CN(C)C=O, O=C(O)c1c(-c2ccc(F)cc2)nn2ccccc12, [Na+], O. The reactants are C5, C(C(=C)C)(=O)OCC (ethyl methacrylate), C(C(=C)C)(=O)OCCCC (n-butyl methacrylate), CCCCCCCCCCCCOS(=O)(=O)[O-].[Na+] (SDS), S(=O)(=O)([O-])OOS(=O)(=O)[O-].[Na+].[Na+] (sodium persulfate), C(C(=C)C)(=O)OCCOC(C(=C)C)=O (ethylene glycol dimethacrylate). The product is C(C(=C)C)(=O)OCC.C(C(=C)C)(=O)OCCCC.C(C(=C)C)(=O)OCCOC(C(=C)C)=O (Ethyl Methacrylate n-Butyl Methacrylate Ethylene Glycol Dimethacrylate). Reaction SMILES: CCCCCCCCCCCCOS([O-])(=O)=O.[Na+].S(OOS([O-])(=O)=O)([O-])(=O)=O.[Na+].[Na+].[C:31]([O:36][CH2:37][CH3:38])(=[O:35])[C:32]([CH3:34])=[CH2:33].[C:39]([O:44][CH2:45][CH2:46][CH2:47][CH3:48])(=[O:43])[C:40]([CH3:42])=[CH2:41].[C:49]([O:54][CH2:55][CH2:56][O:57][C:58](=[O:62])[C:59]([CH3:61])=[CH2:60])(=[O:53])[C:50]([CH3:52])=[CH2:51]>>[C:31]([O:36][CH2:37][CH3:38])(=[O:35])[C:32]([CH3:34])=[CH2:33].[C:39]([O:44][CH2:45][CH2:46][CH2:47][CH3:48])(=[O:43])[C:40]([CH3:42])=[CH2:41].[C:49]([O:54][CH2:55][CH2:56][O:57][C:58](=[O:62])[C:59]([CH3:61])=[CH2:60])(=[O:53])[C:50]([CH3:52])=[CH2:51] |f:0.1,2.3.4,8.9.10|. Reported procedure: Same as C5 except that monomer emulsion was composed of 5 g of SDS, 1 g of sodium persulfate, 110 g of ethyl methacrylate, 70 g of n-butyl methacrylate, and 20 g of ethylene glycol dimethacrylate. Glass transition temperature was 60° C., average particle size was 29 nm and % solids was 20.7%. Starting materials: CCO, COC(Cc1nccn1C(c1ccccc1)(c1ccccc1)c1ccccc1)c1cccc(Cl)c1, Cl, [Na+], [OH-], O. Yields the product COC(Cc1ncc[nH]1)c1cccc(Cl)c1. As a reaction SMILES: [CH3:39][CH2:40][OH:41].[Cl:1][c:2]1[cH:3][c:4]([CH:8]([CH2:9][c:10]2[n:11]([C:15]([c:16]3[cH:17][cH:18][cH:19][cH:20][cH:21]3)([c:22]3[cH:23][cH:24][cH:25][cH:26][cH:27]3)[c:28]3[cH:29][cH:30][cH:31][cH:32][cH:33]3)[cH:12][cH:13][n:14]2)[O:34][CH3:35])[cH:5][cH:6][cH:7]1.[ClH:36].[Na+:38].[OH-:37].[OH2:42]>>[Cl:1][c:2]1[cH:3][c:4]([CH:8]([CH2:9][c:10]2[n:11][cH:12][cH:13][nH:14]2)[O:34][CH3:35])[cH:5][cH:6][cH:7]1. Reactants: N(=[N+]=[N-])CC1=CC=C2C(=CC(=NC2=C1)Cl)C1=CC=C(C=C1)F (7-(azidomethyl)-2-chloro-4-(4-fluorophenyl)quinoline), [N+](=O)([O-])C1=CC=C(C(=O)OC(C#C)(C(F)(F)F)CC)C=C1 (1-ethyl-1-(trifluoromethyl)prop-2-yn-1-yl 4-nitrobenzoate), C(C)(C)N(CC)C(C)C (diisopropylethylamine). The reagents and catalysts are [Cu](I)I (copper iodide). The solvent is C1CCOC1 (THF). Conditions: time 16 hour. Yields the product [N+](=O)([O-])C1=CC=C(C(=O)O[C@](CC)(C(F)(F)F)C=2N=NN(C2)CC2=CC=C3C(=CC(=NC3=C2)Cl)C2=CC=C(C=C2)F)C=C1 ((S)-1-(1-{[2-chloro-4-(4-fluorophenyl)quinolin-7-yl]methyl}-1H-1,2,3-triazol-4-yl)-1-(trifluoromethyl)propyl 4-nitrobenzoate). RXN SMILES: [N:1]([CH2:4][C:5]1[CH:14]=[C:13]2[C:8]([C:9]([C:16]3[CH:21]=[CH:20][C:19]([F:22])=[CH:18][CH:17]=3)=[CH:10][C:11]([Cl:15])=[N:12]2)=[CH:7][CH:6]=1)=[N+:2]=[N-:3].[N+:23]([C:26]1[CH:43]=[CH:42][C:29]([C:30]([O:32][C:33]([CH2:40][CH3:41])([C:36]([F:39])([F:38])[F:37])[C:34]#[CH:35])=[O:31])=[CH:28][CH:27]=1)([O-:25])=[O:24].C(N(C(C)C)CC)(C)C>C1COCC1.[Cu](I)I>[N+:23]([C:26]1[CH:27]=[CH:28][C:29]([C:30]([O:32][C@@:33]([C:34]2[N:3]=[N:2][N:1]([CH2:4][C:5]3[CH:14]=[C:13]4[C:8]([C:9]([C:16]5[CH:21]=[CH:20][C:19]([F:22])=[CH:18][CH:17]=5)=[CH:10][C:11]([Cl:15])=[N:12]4)=[CH:7][CH:6]=3)[CH:35]=2)([C:36]([F:37])([F:38])[F:39])[CH2:40][CH3:41])=[O:31])=[CH:42][CH:43]=1)([O-:25])=[O:24]. Reported procedure: A mixture of 7-(azidomethyl)-2-chloro-4-(4-fluorophenyl)quinoline (500 mg, 1.60 mmol), 1-ethyl-1-(trifluoromethyl)prop-2-yn-1-yl 4-nitrobenzoate (529 mg, 1.76 mmol), copper iodide (456 mg, 2.4 mmol) and diisopropylethylamine (1.4 mL, 8.04 mmol) in THF (10 mL) was stirred at rt for 16 h. The reaction was quenched with saturated aqueous NH4Cl and extracted with EtOAc. The combined organic layers were washed with brine, dried over Na2SO4, filtered and concentrated under reduced pressure. Purificati... Reactants: OC1=C2C(N(C(C2=CC=C1)=O)C(C#N)(C)C(C)C)=O (4-hydroxy-α-isopropyl-α-methyl-1,3-dioxo-2-isoindolineacetonitrile), C([O-])([O-])=O.[K+].[K+] (potassium carbonate), C(C=C)Br (allyl bromide). Run in CC(=O)C (acetone). Reaction conditions: time 4 hour. Product: C(C=C)OC1=C2C(N(C(C2=CC=C1)=O)C(C#N)(C)C(C)C)=O (4-Allyloxy-α-isopropyl-α-methyl-1,3-dioxo-2-isoindolineacetonitrile). As a reaction SMILES: [OH:1][C:2]1[CH:10]=[CH:9][CH:8]=[C:7]2[C:3]=1[C:4](=[O:19])[N:5]([C:12]([CH:16]([CH3:18])[CH3:17])([CH3:15])[C:13]#[N:14])[C:6]2=[O:11].C(=O)([O-])[O-].[K+].[K+].[CH2:26](Br)[CH:27]=[CH2:28]>CC(C)=O>[CH2:28]([O:1][C:2]1[CH:10]=[CH:9][CH:8]=[C:7]2[C:3]=1[C:4](=[O:19])[N:5]([C:12]([CH:16]([CH3:17])[CH3:18])([CH3:15])[C:13]#[N:14])[C:6]2=[O:11])[CH:27]=[CH2:26] |f:1.2.3|. Procedure: A mixture of 4-hydroxy-α-isopropyl-α-methyl-1,3-dioxo-2-isoindolineacetonitrile (25.5 g, 0.099 mol), potassium carbonate (75.0 g, 0.543 mol) and acetone is stirred for 4 hours at reflux temperature under a nitrogen atmosphere, cooled to room temperature and treated with allyl bromide (34.1 mL, 0.395 mol). The reaction mixture is stirred overnight at reflux temperature, cooled to room temperature and filtered. The filtrate is concentrated in vacuo, diluted with ether, washed with brine, dried (Mg...